This data is from the Open Reaction Database (ORD), a public repository of structured organic reaction records. The task is: describe an organic reaction: reactants, conditions, products, and yield Procedure details: A mixture of 200 parts of α-(4-fluorophenyl)-1,2-benzenedimethanol and 2295 parts of phosphoric acid 60% was stirred for 3 hours at 100° C. Stirring was continued overnight at room temperature. The reaction mixture was poured onto water and the product was extracted twice with 1,1'-oxybisethane. The combined extracts were washed with water, with a 10% sodium carbonate solution and again with water, dried, filtered and evaporated. The residue was distilled, yielding 57 parts of 1-(4-fluorophenyl)... The reactants are 200, FC1=CC=C(C=C1)C(O)C=1C(=CC=CC1)CO (α-(4-fluorophenyl)-1,2-benzenedimethanol), P(O)(O)(O)=O (phosphoric acid). As a reaction SMILES: [F:1][C:2]1[CH:7]=[CH:6][C:5]([CH:8]([C:10]2[C:11]([CH2:16][OH:17])=[CH:12][CH:13]=[CH:14][CH:15]=2)O)=[CH:4][CH:3]=1.P(=O)(O)(O)O>>[F:1][C:2]1[CH:3]=[CH:4][C:5]([CH:8]2[C:10]3[C:11](=[CH:12][CH:13]=[CH:14][CH:15]=3)[CH2:16][O:17]2)=[CH:6][CH:7]=1. Reaction conditions: temperature 100 celsius, time 3 hour. Product: 57, FC1=CC=C(C=C1)C1OCC2=CC=CC=C12 (1-(4-fluorophenyl)-1,3-dihydroisobenzofuran). Reactants: NC=1C(=NNC1)C1=NC=2C(=CC=3C(C(N(C3C2)C(C)C)=O)(CC)CC)N1 (2-(4-amino-1H-pyrazol-3-yl)-7,7-diethyl-5-isopropyl-5,7-dihydro-1H-imidazo[4,5-f]indol-6-one), N1(CCCCC1)C(=O)Cl (piperidine-1-carbonyl chloride). Product: C(C)C1(C(N(C=2C=C3C(=CC12)NC(=N3)C3=NNC=C3NC(=O)N3CCCCC3)C(C)C)=O)CC (Piperidine-1-carboxylic acid[3-(7,7-diethyl-5-isopropyl-6-oxo-1,5,6,7-tetrahydro-imidazo[4,5-f]indol-2-yl)-1H-pyrazol-4-yl]-amide). Yield: 15.0%. RXN SMILES: [NH2:1][C:2]1[C:3]([C:7]2[NH:26][C:10]3=[CH:11][C:12]4[C:13]([CH2:24][CH3:25])([CH2:22][CH3:23])[C:14](=[O:21])[N:15]([CH:18]([CH3:20])[CH3:19])[C:16]=4[CH:17]=[C:9]3[N:8]=2)=[N:4][NH:5][CH:6]=1.[N:27]1([C:33](Cl)=[O:34])[CH2:32][CH2:31][CH2:30][CH2:29][CH2:28]1>>[CH2:24]([C:13]1([CH2:22][CH3:23])[C:12]2[CH:11]=[C:10]3[NH:26][C:7]([C:3]4[C:2]([NH:1][C:33]([N:27]5[CH2:32][CH2:31][CH2:30][CH2:29][CH2:28]5)=[O:34])=[CH:6][NH:5][N:4]=4)=[N:8][C:9]3=[CH:17][C:16]=2[N:15]([CH:18]([CH3:20])[CH3:19])[C:14]1=[O:21])[CH3:25]. Procedure: Piperidine-1-carboxylic acid[3-(7,7-diethyl-5-isopropyl-6-oxo-1,5,6,7-tetrahydro-imidazo[4,5-f]indol-2-yl)-1H-pyrazol-4-yl]-amide was prepared using 2-(4-amino-1H-pyrazol-3-yl)-7,7-diethyl-5-isopropyl-5,7-dihydro-1H-imidazo[4,5-f]indol-6-one (150 mg, 0.43 mmol) and piperidine-1-carbonyl chloride (63 mg, 0.43 mmol). 30 mg (15%) of the title compound were obtained. The reactants are [ 33 ], C(C)(C)(C)OC(=O)N1[C@H](C(=O)O)CCC1 (1-(tert-butoxycarbonyl)-L-proline), N1CCOCC1 (morpholine). The product is C(C)(C)(C)OC(=O)N1[C@@H](CCC1)C(=O)N1CCOCC1 ((2S)-1-(tert-butoxycarbonyl)-2-morpholinocarbonylpyrrolidine). Reaction SMILES: [C:1]([O:5][C:6]([N:8]1[CH2:15][CH2:14][CH2:13][C@H:9]1[C:10]([OH:12])=O)=[O:7])([CH3:4])([CH3:3])[CH3:2].[NH:16]1[CH2:21][CH2:20][O:19][CH2:18][CH2:17]1>>[C:1]([O:5][C:6]([N:8]1[CH2:15][CH2:14][CH2:13][C@H:9]1[C:10]([N:16]1[CH2:21][CH2:20][O:19][CH2:18][CH2:17]1)=[O:12])=[O:7])([CH3:2])([CH3:3])[CH3:4]. Reported procedure: Using analogous procedures to those described in Note [33] immediately above, 1-(tert-butoxycarbonyl)-L-proline was reacted with morpholine to give (2S)-1-(tert-butoxycarbonyl)-2-morpholinocarbonylpyrrolidine which was deprotected and reacted with 2-bromoethanol. There was thus obtained the required starting material; NMR Spectrum: (CDCl3) 1.7-2.0 (m, 4H), 2.1-2.2 (m, 1H), 2.4-2.5 (m, 1H), 2.6-2.7 (m, 1H), 2.8-2.9 (m, 1H), 3.3-3.4 (m, 2H), 3.43.8 (m, 10H); Mass Spectrum: M+H+ 229. The reactants are [Li]CCCC, C1CCOC1, CC1(C)CCOc2c(I)cccc21, [Cl-], [NH4+], CN(C)C=O. The product is CC1(C)CCOc2c(C=O)cccc21. RXN SMILES: [CH2:14]([Li:15])[CH2:16][CH2:17][CH3:18].[CH2:26]1[O:27][CH2:28][CH2:29][CH2:30]1.[CH3:1][C:2]1([CH3:13])[CH2:3][CH2:4][O:5][c:6]2[c:7]([I:12])[cH:8][cH:9][cH:10][c:11]21.[Cl-:24].[NH4+:25].[O:19]=[CH:20][N:21]([CH3:22])[CH3:23]>>[CH3:1][C:2]1([CH3:13])[CH2:3][CH2:4][O:5][c:6]2[c:7]([CH:20]=[O:19])[cH:8][cH:9][cH:10][c:11]21. Starting materials: C(C1=CC=CC=C1)N1C2CNCC2C(C1)C (2-benzyl-4-methyl-2,7-diazabicyclo[3.3.0]octane). The reagents and catalysts are [Pd] (palladium). Solvent: CO (methanol). Yields the product CC1CNC2CNCC12 (4-Methyl-2,7-diazabicyclo[3.3.0]octane). RXN SMILES: C([N:8]1[CH2:15][CH:14]([CH3:16])[CH:13]2[CH:9]1[CH2:10][NH:11][CH2:12]2)C1C=CC=CC=1>CO.[Pd]>[CH3:16][CH:14]1[CH:13]2[CH:9]([CH2:10][NH:11][CH2:12]2)[NH:8][CH2:15]1. Procedure: 4.1 g (19 mmol) of 2-benzyl-4-methyl-2,7-diazabicyclo[3.3.0]octane in 80 ml of methanol are hydrogenated at 100° C. and 100 bar on 1 g of palladium-active carbon (10% Pd). The catalyst is filtered off with suction, the filtrate is concentrated and the residue is distilled. Product: COc1nc2ncccc2cc1C(=O)O. As a reaction SMILES: [CH3:19][OH:20].[CH3:1][O:2][c:3]1[n:4][c:5]2[n:6][cH:7][cH:8][cH:9][c:10]2[cH:11][c:12]1[C:13](=[O:14])[O:15][CH3:16].[Na+:18].[OH-:17]>>[CH3:1][O:2][c:3]1[n:4][c:5]2[n:6][cH:7][cH:8][cH:9][c:10]2[cH:11][c:12]1[C:13](=[O:14])[OH:15]. The reactants are CO, COC(=O)c1cc2cccnc2nc1OC, [Na+], [OH-].